Dataset: the Open Reaction Database (ORD), a public repository of structured organic reaction records. Task: describe an organic reaction: reactants, conditions, products, and yield Reactants: C1(CCCCC1)C[C@@H](CO)NC(OC(C)(C)C)=O (tert-butyl (S)-3-cyclohexyl-1-hydroxypropan-2-ylcarbamate), CC(=O)OI1(C=2C=CC=CC2C(=O)O1)(OC(=O)C)OC(=O)C (Dess-Martin periodinane). Run in CCOCC (ether), ClCCCl (1,2-dichloroethane). Conditions: temperature 70 celsius. The product is C1(CCCCC1)C[C@@H](C=O)NC(OC(C)(C)C)=O ((S)-tert-butyl 1-cyclohexyl-3-oxopropan-2-ylcarbamate). As a reaction SMILES: [CH:1]1([CH2:7][C@H:8]([NH:11][C:12](=[O:18])[O:13][C:14]([CH3:17])([CH3:16])[CH3:15])[CH2:9][OH:10])[CH2:6][CH2:5][CH2:4][CH2:3][CH2:2]1.CC(OI1(OC(C)=O)(OC(C)=O)OC(=O)C2C=CC=CC1=2)=O>ClCCCl.CCOCC>[CH:1]1([CH2:7][C@H:8]([NH:11][C:12](=[O:18])[O:13][C:14]([CH3:16])([CH3:15])[CH3:17])[CH:9]=[O:10])[CH2:2][CH2:3][CH2:4][CH2:5][CH2:6]1. Procedure: To a stirred solution of tert-butyl (S)-3-cyclohexyl-1-hydroxypropan-2-ylcarbamate (0.23 g, 0.9 mmol) in 1,2-dichloroethane (5 mL), was added Dess-Martin periodinane (0.49 g, 1.34 mmol). The resulting mixture was heated in a CEM microwave synthesizer at 70° C. for 3 min, diluted with ether (100 mL), and washed with 1 N NaOH (2×10 mL). The ether layer was dried over Na2SO4, and the solvent was removed in vacuo to give (S)-tert-butyl 1-cyclohexyl-3-oxopropan-2-ylcarbamate as an oil. MS ESI +ve m/z... Reactants: O (water), ClC1=CC=C2C(=C1)NC(C21C(NC(CC1C1=C(C=CC(=C1)F)C)=O)C1=CC(=CC=C1)Cl)=O.COC(C)[Si](C)(C)C (Racemic (2′S,3S,4′R)-6-chloro-2′-(3-chlorophenyl)-4′-(5-fluoro-2-methyl-phenyl)-2,3-dihydro-2,6′-dioxospiro[indole-3,3′-piperidine] 1-methoxyethyl trimethylsilane), [H-].[Li+] (LiH), ClCCCBr (1-chloro-3-bromo-propane). Run in CN(C=O)C (N,N-dimethyl-formamide). Run at time 8 hour. Product: ClC1=CC=C2C(=C1)NC(C21C(N(C(CC1C1=C(C=CC(=C1)F)C)=O)CCCCl)C1=CC(=CC=C1)Cl)=O.COC(C)[Si](C)(C)C (racemic (2′S,3S,4′R)-6-chloro-1′-(3-chloro-propyl)-2′-(3-chlorophenyl)-4′-(5-fluoro-2-methyl-phenyl)-2,3-dihydro-2,6′-dioxospiro[indole-3,3′-piperidine] 1-methoxyethyl trimethylsilane). Isolated yield 24.2%. Reaction SMILES: [Cl:1][C:2]1[CH:7]=[C:6]2[NH:8][C:9](=[O:32])[C:10]3([CH:15]([C:16]4[CH:21]=[C:20]([F:22])[CH:19]=[CH:18][C:17]=4[CH3:23])[CH2:14][C:13](=[O:24])[NH:12][CH:11]3[C:25]3[CH:30]=[CH:29][CH:28]=[C:27]([Cl:31])[CH:26]=3)[C:5]2=[CH:4][CH:3]=1.[CH3:33][O:34][CH:35]([Si:37]([CH3:40])([CH3:39])[CH3:38])[CH3:36].[H-].[Li+].[Cl:43][CH2:44][CH2:45][CH2:46]Br.O>CN(C)C=O>[Cl:1][C:2]1[CH:7]=[C:6]2[NH:8][C:9](=[O:32])[C:10]3([CH:15]([C:16]4[CH:21]=[C:20]([F:22])[CH:19]=[CH:18][C:17]=4[CH3:23])[CH2:14][C:13](=[O:24])[N:12]([CH2:46][CH2:45][CH2:44][Cl:43])[CH:11]3[C:25]3[CH:30]=[CH:29][CH:28]=[C:27]([Cl:31])[CH:26]=3)[C:5]2=[CH:4][CH:3]=1.[CH3:33][O:34][CH:35]([Si:37]([CH3:40])([CH3:39])[CH3:38])[CH3:36] |f:0.1,2.3,7.8|. Procedure: Racemic (2′S,3S,4′R)-6-chloro-2′-(3-chlorophenyl)-4′-(5-fluoro-2-methyl-phenyl)-2,3-dihydro-2,6′-dioxospiro[indole-3,3′-piperidine]-1-methoxyethyl trimethylsilane (0.40 g, 0.67 mmol) prepared in example 146a was reacted with LiH (0.13 g, 16.70 mmol) and 1-chloro-3-bromo-propane (0.63 g, 4.01 mmol) in N,N-dimethyl-formamide (3 mL), a catalytic amount of KI. After the solution was stirred overnight, the solution was poured into water. The water layer was extracted with ethyl acetate and the combin... Solvent: C1=CC=CC=C1 (benzene), C1=CC=CC=C1 (benzene). As a reaction SMILES: [P:1](Cl)(Cl)(Cl)=[O:2].[CH:6](NC(C)C)([CH3:8])[CH3:7].P(Cl)(O)O.C(NC(C)C)(C)C.C(NC(C)C)(C)C.[N:31]1[CH:36]=[CH:35][CH:34]=[CH:33][C:32]=1[NH:37][CH2:38][CH2:39]O.N1C=NN=N1>C1C=CC=CC=1>[CH:6]([P:1]1[N:37]([C:32]2[CH:33]=[CH:34][CH:35]=[CH:36][N:31]=2)[CH2:38][CH2:39][O:2]1)([CH3:8])[CH3:7] |f:2.3.4|. The product is C(C)(C)P1OCCN1C1=NC=CC=C1 (2-isopropyl-3-(pyrid-2-yl)-[1,3,2]oxazaphospholidine). Reactants: P(=O)(Cl)(Cl)Cl (phosphoric chloride), N1=C(C=CC=C1)NCCO (2-(2-pyridyl)aminoethanol), N1N=NN=C1 (1-H-tetrazole), C(C)(C)NC(C)C (N,N-diisopropylamine), P(O)(O)Cl.C(C)(C)NC(C)C.C(C)(C)NC(C)C (bis(N,N-diisopropylamine) chlorophosphite), C(C)(C)NC(C)C (diisopropylamine). Conditions: temperature 5 celsius, time 30 minute. Procedure: 50 mL of anhydrous benzene was placed in a flask under argon. The flask was then closed tightly, followed by an addition of a freshly distilled phosphoric chloride (III) (876λ 1; 10 mmole). The flask was then cooled down to a temperature of 5° C., and the anhydrous N,N-diisopropylamine (7.7 ml; 55 mmole) was added. The reaction mixture was stirred for 30 minutes, and then slowly heated to 25° C. The temperature was then maintained until the bis(N,N-diisopropylamine) chlorophosphite was formed. A... Starting materials: Cn1nccc1CCO, ClCCl, Oc1ccc(C2CCNCC2)cc1, CC(C)OC(=O)N=NC(=O)OC(C)C, c1ccc(P(c2ccccc2)c2ccccc2)cc1. Yields the product Cn1nccc1CCOc1ccc(C2CCNCC2)cc1. RXN SMILES: [CH3:28][n:29]1[n:30][cH:31][cH:32][c:33]1[CH2:34][CH2:35][OH:36].[Cl:56][CH2:57][Cl:58].[NH:15]1[CH2:16][CH2:17][CH:18]([c:21]2[cH:22][cH:23][c:24]([OH:27])[cH:25][cH:26]2)[CH2:19][CH2:20]1.[O:1]=[C:2]([O:3][CH:4]([CH3:5])[CH3:6])[N:7]=[N:8][C:9]([O:10][CH:11]([CH3:12])[CH3:13])=[O:14].[c:37]1([P:38]([c:39]2[cH:40][cH:41][cH:42][cH:43][cH:44]2)[c:45]2[cH:46][cH:47][cH:48][cH:49][cH:50]2)[cH:51][cH:52][cH:53][cH:54][cH:55]1>>[NH:15]1[CH2:16][CH2:17][CH:18]([c:21]2[cH:22][cH:23][c:24]([O:27][CH2:35][CH2:34][c:33]3[n:29]([CH3:28])[n:30][cH:31][cH:32]3)[cH:25][cH:26]2)[CH2:19][CH2:20]1. Run in CN(C)C=O (DMF), C(Cl)Cl (CH2Cl2), C1CCOC1 (THF). RXN SMILES: [C:1]([C:5]1[CH:15]=[CH:14][C:8](/[CH:9]=[CH:10]/[C:11]([OH:13])=[O:12])=[CH:7][CH:6]=1)([CH3:4])([CH3:3])[CH3:2].C(Cl)(=O)C(Cl)=O.[CH3:22][O:23][C:24]1[CH:25]=[C:26](O)[CH:27]=[CH:28][CH:29]=1.C([O-])([O-])=O.[K+].[K+].Cl>C1COCC1.CN(C=O)C.C(Cl)Cl>[C:1]([C:5]1[CH:6]=[CH:7][C:8](/[CH:9]=[CH:10]/[C:11]([O:13][C:28]2[CH:27]=[CH:26][CH:25]=[C:24]([O:23][CH3:22])[CH:29]=2)=[O:12])=[CH:14][CH:15]=1)([CH3:4])([CH3:2])[CH3:3] |f:3.4.5|. Starting materials: Cl (HCl), C(C)(C)(C)C1=CC=C(/C=C/C(=O)O)C=C1 (4-tert-butyl-trans-cinnamic acid), C(C(=O)Cl)(=O)Cl (oxalyl chloride), COC=1C=C(C=CC1)O (3-methoxyphenol), C(=O)([O-])[O-].[K+].[K+] (K2CO3). Yields the product C(C)(C)(C)C1=CC=C(C=C1)/C=C/C(=O)OC1=CC(=CC=C1)OC (3-Methoxyphenyl (2E)-3-[4-(tert-butyl)phenyl]prop-2-enoate). Reported procedure: To a 100 mL round-bottomed flask equipped with magnetic stirring was added 4-tert-butyl-trans-cinnamic acid (500 mg, 2.45 mmol, EMKA-Chemie), CH2Cl2 (10 mL), and DMF (10 uL) under N2. The solution was treated dropwise with oxalyl chloride (4.0 mL, 8.0 mmol, 2.0 M in CH2Cl2, Aldrich) then stirred at 25° C. for 1 h. The reaction mixture was concentrated in vacuo and the residue treated with 3-methoxyphenol (269 uL, 2.45 mmol, Aldrich), THF (20 mL) and satd K2CO3 (15 mL). The reaction mixture was s... The product is Cl.[N+](=O)([O-])C=1C=CC2=C(CC3(CCNCC3)O2)C1 (2,3-dihydro-5-nitrospiro[benzofuran-2,4'-piperidine]hydrochloride). Starting materials: C(C)(=O)N1CCC2(CC1)OC1=C(C2)C=C(C=C1)[N+](=O)[O-] (2,3-dihydro-1'-acetyl-5-nitrospiro[benzofuran-2,4'-piperidine]), Cl (hydrochloric acid), hydrogen chloride salt. Reported procedure: A solution of 3.4 g of 2,3-dihydro-1'-acetyl-5-nitrospiro[benzofuran-2,4'-piperidine] in 150 ml of 6 N hydrochloric acid is refluxed for 45 hours and then stirred at ambient temperature for 16 hours. Thereafter, the reaction mixture is successively extracted once with ether, basified with 6 N sodium hydroxide and extracted thrice with ether. The combined ether extracts are dried and the solvent removed, leaving a yellow residue. The residue is dissolved in ether where it is converted to its hydr... The solvent is CCOCC (ether). Reaction SMILES: C([N:4]1[CH2:9][CH2:8][C:7]2([CH2:13][C:12]3[CH:14]=[C:15]([N+:18]([O-:20])=[O:19])[CH:16]=[CH:17][C:11]=3[O:10]2)[CH2:6][CH2:5]1)(=O)C.[ClH:21]>CCOCC>[ClH:21].[N+:18]([C:15]1[CH:16]=[CH:17][C:11]2[O:10][C:7]3([CH2:6][CH2:5][NH:4][CH2:9][CH2:8]3)[CH2:13][C:12]=2[CH:14]=1)([O-:20])=[O:19] |f:3.4|. Conditions: time 16 hour. Conditions: time 8 hour. Reported procedure: 1-(1-(4-chlorobenzyl)-1H-indole-2-carbonyl)piperidine-4-carboxylic acid (100 mg, 0.252 mmol), N1-((ethylimino)methylene)-N3,N3-dimethylpropane-1,3-diamine hydrochloride (97 mg, 0.504 mmol), and 1H-benzo[d][1,2,3]triazol-1-ol (68.1 mg, 0.504 mmol) were dissolved 2.0 mL of DCM. The reaction was stirred at room temperature for ten minutes before N-ethyl-N-isopropylpropan-2-amine (0.088 mL, 0.504 mmol) and aniline, HCl (65.3 mg, 0.504 mmol) as a 1.0 mL DCM solution was added. The reaction was allowe... Run in C(Cl)Cl (DCM), C(Cl)Cl (DCM), O (water), C(C)(=O)OCC (ethyl acetate). Reaction SMILES: [Cl:1][C:2]1[CH:28]=[CH:27][C:5]([CH2:6][N:7]2[C:15]3[C:10](=[CH:11][CH:12]=[CH:13][CH:14]=3)[CH:9]=[C:8]2[C:16]([N:18]2[CH2:23][CH2:22][CH:21]([C:24](O)=[O:25])[CH2:20][CH2:19]2)=[O:17])=[CH:4][CH:3]=1.Cl.C(N=C=NCCCN(C)C)C.[N:41]1(O)[C:45]2[CH:46]=[CH:47][CH:48]=[CH:49][C:44]=2N=N1.C(N(C(C)C)C(C)C)C>O.C(OCC)(=O)C.C(Cl)Cl>[Cl:1][C:2]1[CH:28]=[CH:27][C:5]([CH2:6][N:7]2[C:15]3[C:10](=[CH:11][CH:12]=[CH:13][CH:14]=3)[CH:9]=[C:8]2[C:16]([N:18]2[CH2:23][CH2:22][CH:21]([C:24]([NH:41][C:45]3[CH:46]=[CH:47][CH:48]=[CH:49][CH:44]=3)=[O:25])[CH2:20][CH2:19]2)=[O:17])=[CH:4][CH:3]=1 |f:1.2|. Yields the product ClC1=CC=C(CN2C(=CC3=CC=CC=C23)C(=O)N2CCC(CC2)C(=O)NC2=CC=CC=C2)C=C1 (1-(1-(4-chlorobenzyl)-1H-indole-2-carbonyl)-N-phenylpiperidine-4-carboxamide). The reactants are C(C)N(C(C)C)C(C)C (N-ethyl-N-isopropylpropan-2-amine), aniline, HCl, ClC1=CC=C(CN2C(=CC3=CC=CC=C23)C(=O)N2CCC(CC2)C(=O)O)C=C1 (1-(1-(4-chlorobenzyl)-1H-indole-2-carbonyl)piperidine-4-carboxylic acid), Cl.C(C)N=C=NCCCN(C)C (N1-((ethylimino)methylene)-N3,N3-dimethylpropane-1,3-diamine hydrochloride), N1(N=NC2=C1C=CC=C2)O (1H-benzo[d][1,2,3]triazol-1-ol).